From a dataset of the Open Reaction Database (ORD), a public repository of structured organic reaction records. describe an organic reaction: reactants, conditions, products, and yield Reactants: N(=NC(=O)OCC)C(=O)OCC (diethyl azodicarboxylate), FC(C=1C=C(C=C(C1)C(F)(F)F)C1(CN(CC1)C1=CC(=C(C=N1)CO)C(F)(F)F)C(F)(F)F)(F)F ([6-{3-[3,5-Bis(trifluoromethyl)phenyl]-3-(trifluoromethyl)pyrrolidin-1-yl}-4-(trifluoromethyl)pyridin-3-yl]methanol), C1(C=2C(C(N1)=O)=CC=CC2)=O (phthalimide), C1(=CC=CC=C1)P(C1=CC=CC=C1)C1=CC=CC=C1 (triphenylphosphine). Solvent: O1CCCC1 (tetrahydrofuran). Run at time 3 hour. Yields the product FC(C=1C=C(C=C(C1)C(F)(F)F)C1(CN(CC1)C1=CC(=C(C=N1)CN1C(C2=CC=CC=C2C1=O)=O)C(F)(F)F)C(F)(F)F)(F)F (2-{[6-{3-[3,5-bis(trifluoromethyl)phenyl]-3-(trifluoromethyl)-pyrrolidin-1-yl}-4-(trifluoromethyl)pyridin-3-yl]methyl}-1H-isoindole-1,3(2H)-dione). The yield is 49.2%. Reaction SMILES: [F:1][C:2]([F:35])([F:34])[C:3]1[CH:4]=[C:5]([C:13]2([C:30]([F:33])([F:32])[F:31])[CH2:17][CH2:16][N:15]([C:18]3[N:23]=[CH:22][C:21]([CH2:24]O)=[C:20]([C:26]([F:29])([F:28])[F:27])[CH:19]=3)[CH2:14]2)[CH:6]=[C:7]([C:9]([F:12])([F:11])[F:10])[CH:8]=1.[C:36]1(=[O:46])[NH:40][C:39](=[O:41])[C:38]2=[CH:42][CH:43]=[CH:44][CH:45]=[C:37]12.C1(P(C2C=CC=CC=2)C2C=CC=CC=2)C=CC=CC=1.N(C(OCC)=O)=NC(OCC)=O>O1CCCC1>[F:35][C:2]([F:1])([F:34])[C:3]1[CH:4]=[C:5]([C:13]2([C:30]([F:31])([F:32])[F:33])[CH2:17][CH2:16][N:15]([C:18]3[N:23]=[CH:22][C:21]([CH2:24][N:40]4[C:36](=[O:46])[C:37]5[C:38](=[CH:42][CH:43]=[CH:44][CH:45]=5)[C:39]4=[O:41])=[C:20]([C:26]([F:27])([F:28])[F:29])[CH:19]=3)[CH2:14]2)[CH:6]=[C:7]([C:9]([F:12])([F:11])[F:10])[CH:8]=1. Procedure: [6-{3-[3,5-Bis(trifluoromethyl)phenyl]-3-(trifluoromethyl)pyrrolidin-1-yl}-4-(trifluoromethyl)pyridin-3-yl]methanol (0.98 g), phthalimide (0.30 g, 2.04 mmol) and triphenylphosphine (0.58 g) were dissolved in tetrahydrofuran (50 ml), and to the solution was added diethyl azodicarboxylate (40% toluene solution, 1.0 ml) at room temperature. After stirring the mixture for 3 hours, the solvent was distilled off under reduced pressure. The residue was purified by silica gel column chromatography to ob... Starting materials: [NH4+].[Cl-] (NH4Cl), [Li]CCCC (n-BuLi), solution, S1C=NC=C1 (thiazole), C1(CCC1)=O (cyclobutanone). The solvent is CCCCCC (hexane), CCOCC (ether), CCOCC (ether), CCOCC (ether). Conditions: time 1 hour. The product is OC1(CCC1)C=1SC=CN1 (2-[(1-Hydroxy)cyclobutyl]thiazole). Isolated yield 43.2%. RXN SMILES: [Li]CCCC.[S:6]1[CH:10]=[CH:9][N:8]=[CH:7]1.[C:11]1(=[O:15])[CH2:14][CH2:13][CH2:12]1.[NH4+].[Cl-]>CCCCCC.CCOCC>[OH:15][C:11]1([C:7]2[S:6][CH:10]=[CH:9][N:8]=2)[CH2:14][CH2:13][CH2:12]1 |f:3.4|. Procedure: To a solution of n-BuLi (36 mL of a 2.5M solution in hexane, 90 mmol) in anhydrous ether (100 mL) at −78° C. was slowly added a solution of thiazole (6.35 g, 74.6 mmol) in anhydrous ether (60 mL). The resulting mixture was stirred for 1 h and then cyclobutanone (10.4 g, 148 mmol) in ether (20 mL) was added over 5 min. The mixture was stirred for 2 h at −78° C. and then sat. aq. NH4Cl was added and the phases were separated. The aqueous phase was extracted with ethyl acetate (3×) and the combined...